This data is from the Open Reaction Database (ORD), a public repository of structured organic reaction records. The task is: describe an organic reaction: reactants, conditions, products, and yield Reactants: COCOc1c(C(C)(C)C)cc(C=O)cc1C(C)(C)C, CC(C)(C)NO, c1ccccc1. The product is COCOc1c(C(C)(C)C)cc(C=[N+]([O-])C(C)(C)C)cc1C(C)(C)C. RXN SMILES: [C:1]([CH3:2])([CH3:3])([CH3:4])[c:5]1[cH:6][c:7]([CH:8]=[O:9])[cH:10][c:11]([C:17]([CH3:18])([CH3:19])[CH3:20])[c:12]1[O:13][CH2:14][O:15][CH3:16].[C:21]([CH3:22])([CH3:23])([CH3:24])[NH:25][OH:26].[cH:27]1[cH:28][cH:29][cH:30][cH:31][cH:32]1>>[C:1]([CH3:2])([CH3:3])([CH3:4])[c:5]1[cH:6][c:7]([CH:8]=[N+:25]([C:21]([CH3:22])([CH3:23])[CH3:24])[O-:26])[cH:10][c:11]([C:17]([CH3:18])([CH3:19])[CH3:20])[c:12]1[O:13][CH2:14][O:15][CH3:16]. Starting materials: CC1=C(CNC=2C=C3C(NC(=NC3=CC2F)N2N=CC(=C2)C(=O)OCC)=O)C(=CC=C1)C (ethyl 1-(6-((2,6-dimethylbenzyl)amino)-7-fluoro-4-oxo-3,4-dihydroquinazolin-2-yl)-1H-pyrazole-4-carboxylate), CNCC (N-methylethanamine). Yields the product CC1=C(CNC=2C=C3C(=NC(=NC3=CC2F)N2N=CC(=C2)C(=O)O)N(C)CC)C(=CC=C1)C (1-(6((2,6-Dimethylbenzyl)amino)-4-(ethyl(methyl)amino)-7-fluoroquinazolin-2-yl)-1H-pyrazole-4-carboxylic acid). RXN SMILES: [CH3:1][C:2]1[CH:31]=[CH:30][CH:29]=[C:28]([CH3:32])[C:3]=1[CH2:4][NH:5][C:6]1[CH:7]=[C:8]2[C:13](=[CH:14][C:15]=1[F:16])[N:12]=[C:11]([N:17]1[CH:21]=[C:20]([C:22]([O:24]CC)=[O:23])[CH:19]=[N:18]1)[NH:10][C:9]2=O.[CH3:33][NH:34][CH2:35][CH3:36]>>[CH3:1][C:2]1[CH:31]=[CH:30][CH:29]=[C:28]([CH3:32])[C:3]=1[CH2:4][NH:5][C:6]1[CH:7]=[C:8]2[C:13](=[CH:14][C:15]=1[F:16])[N:12]=[C:11]([N:17]1[CH:21]=[C:20]([C:22]([OH:24])=[O:23])[CH:19]=[N:18]1)[N:10]=[C:9]2[N:34]([CH2:35][CH3:36])[CH3:33]. Procedure details: The above compound may be made analogous to Example 1 using ethyl 1-(6-((2,6-dimethylbenzyl)amino)-7-fluoro-4-oxo-3,4-dihydroquinazolin-2-yl)-1H-pyrazole-4-carboxylate in step D and N-methylethanamine in step E. MS (ESI): predicted mass calcd. for C24H25FN6O2, 448.2 The reactants are [Al+3], Cc1c[nH]c(C)c1CCC(=O)N(C)C, [H-], [H-], [H-], [H-], [Li+], [Na+], C1CCOC1, [OH-]. Yields the product Cc1c[nH]c(C)c1CCCN(C)C. RXN SMILES: [Al+3:2].[CH3:7][c:8]1[nH:9][cH:10][c:11]([CH3:20])[c:12]1[CH2:13][CH2:14][C:15](=[O:16])[N:17]([CH3:18])[CH3:19].[H-:1].[H-:4].[H-:5].[H-:6].[Li+:3].[Na+:22].[O:23]1[CH2:24][CH2:25][CH2:26][CH2:27]1.[OH-:21]>>[CH3:7][c:8]1[nH:9][cH:10][c:11]([CH3:20])[c:12]1[CH2:13][CH2:14][CH2:15][N:17]([CH3:18])[CH3:19].